From a dataset of the Open Reaction Database (ORD), a public repository of structured organic reaction records. describe an organic reaction: reactants, conditions, products, and yield The reactants are C1CCC2=NCCCN2CC1, COCCOC, CS(=O)c1nc(N)nc(-n2cccn2)c1C#N, OCCc1ccccn1. The product is N#Cc1c(OCCc2ccccn2)nc(N)nc1-n1cccn1. As a reaction SMILES: [CH2:27]1[CH2:28][CH2:29][C:30]2=[N:35][CH2:34][CH2:33][CH2:32][N:31]2[CH2:36][CH2:37]1.[CH3:38][O:39][CH2:40][CH2:41][O:42][CH3:43].[NH2:1][c:2]1[n:3][c:4](-[n:13]2[n:14][cH:15][cH:16][cH:17]2)[c:5]([C:11]#[N:12])[c:6]([S:8]([CH3:9])=[O:10])[n:7]1.[OH:18][CH2:19][CH2:20][c:21]1[n:22][cH:23][cH:24][cH:25][cH:26]1>>[NH2:1][c:2]1[n:3][c:4](-[n:13]2[n:14][cH:15][cH:16][cH:17]2)[c:5]([C:11]#[N:12])[c:6]([O:18][CH2:19][CH2:20][c:21]2[n:22][cH:23][cH:24][cH:25][cH:26]2)[n:7]1. The reactants are BrC1=C(C=C(C(=C1)OC)OC(F)F)CC(=O)Cl ((2-bromo-5-difluoromethoxy-4-methoxy-phenyl)-acetic acid chloride), FC1=CC=C(C=C1)[C@H]1NC=CC(C1)=O ((S)-2-(4-fluoro-phenyl)-2,3-dihydro-1H-pyridin-4-one), C(CCC)[Li] (n-butyl lithium), [Cl-].[NH4+] (ammonium chloride). Run in C1CCOC1 (THF), C1CCOC1 (THF), hexanes. Run at temperature -78 celsius, time 10 minute. The product is BrC1=C(C=C(C(=C1)OC)OC(F)F)CC(=O)N1[C@@H](CC(C=C1)=O)C1=CC=C(C=C1)F ((S)-1-[2-(2-bromo-5-difluoromethoxy-4-methoxy-phenyl)-acetyl]-2-(4-fluoro-phenyl)-2,3-dihydro-1H-pyridin-4-one). Isolated yield 17.3%. As a reaction SMILES: [F:1][C:2]1[CH:7]=[CH:6][C:5]([C@@H:8]2[CH2:13][C:12](=[O:14])[CH:11]=[CH:10][NH:9]2)=[CH:4][CH:3]=1.C([Li])CCC.[Br:20][C:21]1[CH:26]=[C:25]([O:27][CH3:28])[C:24]([O:29][CH:30]([F:32])[F:31])=[CH:23][C:22]=1[CH2:33][C:34](Cl)=[O:35].[Cl-].[NH4+]>C1COCC1>[Br:20][C:21]1[CH:26]=[C:25]([O:27][CH3:28])[C:24]([O:29][CH:30]([F:32])[F:31])=[CH:23][C:22]=1[CH2:33][C:34]([N:9]1[CH:10]=[CH:11][C:12](=[O:14])[CH2:13][C@H:8]1[C:5]1[CH:6]=[CH:7][C:2]([F:1])=[CH:3][CH:4]=1)=[O:35] |f:3.4|. Reported procedure: To 108 mg of (S)-2-(4-fluoro-phenyl)-2,3-dihydro-1H-pyridin-4-one in 8 ml THF (anhydrous, inhibitor free) at −78° C. under argon was added 0.18 ml of 2.5 M n-butyl lithium in hexanes. The mixture was stirred at −78° C. for 10 minutes and then 118 mg of (2-bromo-5-difluoromethoxy-4-methoxy-phenyl)-acetic acid chloride dissolved in 2 ml THF was added. The solution was stirred at −78° C. for 30 minutes, then allowed to warm to room temperature for 30 minutes with stirring. To this mixture was then ... Reactants: O=C1CCN(c2ccc(CC3SC(=O)NC3=O)cc2)CC1, NCC(O)COc1cccc2[nH]c(=O)[nH]c12. Yields the product O=C1NC(=O)C(Cc2ccc(N3CCC(NCC(O)COc4cccc5[nH]c(=O)[nH]c45)CC3)cc2)S1. As a reaction SMILES: [O:1]=[C:2]1[CH2:3][CH2:4][N:5]([c:8]2[cH:9][cH:10][c:11]([CH2:12][CH:13]3[C:14](=[O:19])[NH:15][C:16](=[O:18])[S:17]3)[cH:20][cH:21]2)[CH2:6][CH2:7]1.[OH:22][CH:23]([CH2:24][O:25][c:26]1[cH:27][cH:28][cH:29][c:30]2[nH:31][c:32](=[O:35])[nH:33][c:34]12)[CH2:36][NH2:37]>>[CH:2]1([NH:37][CH2:36][CH:23]([OH:22])[CH2:24][O:25][c:26]2[cH:27][cH:28][cH:29][c:30]3[nH:31][c:32](=[O:35])[nH:33][c:34]23)[CH2:3][CH2:4][N:5]([c:8]2[cH:9][cH:10][c:11]([CH2:12][CH:13]3[C:14](=[O:19])[NH:15][C:16](=[O:18])[S:17]3)[cH:20][cH:21]2)[CH2:6][CH2:7]1. Starting materials: CCCCCC#CCBr, C[SiH](C)OC1=CC(C(C)(C)C)CC1=O, [Li]CCCC, CCCCP(CCCC)CCCC, CCCC[Sn](Cl)(CCCC)CCCC, CN(C)P(=O)(N(C)C)N(C)C, [I-], C1CCOC1. The product is CCCCCC#CCC1(O[SiH](C)C)C(=O)CC(C(C)(C)C)C1CCCC. RXN SMILES: [Br:48][CH2:49][C:50]#[C:51][CH2:52][CH2:53][CH2:54][CH2:55][CH3:56].[C:20]([CH3:21])([CH3:22])([CH3:23])[CH:24]1[CH:25]=[C:26]([O:30][SiH:31]([CH3:32])[CH3:33])[C:27](=[O:29])[CH2:28]1.[CH2:15]([CH2:16][CH2:17][CH3:18])[Li:19].[CH2:2]([P:3]([CH2:4][CH2:5][CH2:6][CH3:7])[CH2:8][CH2:9][CH2:10][CH3:11])[CH2:12][CH2:13][CH3:14].[CH2:34]([Sn:35]([Cl:36])([CH2:37][CH2:38][CH2:39][CH3:40])[CH2:41][CH2:42][CH2:43][CH3:44])[CH2:45][CH2:46][CH3:47].[CH3:62][N:63]([CH3:64])[P:65](=[O:66])([N:67]([CH3:68])[CH3:69])[N:70]([CH3:71])[CH3:72].[I-:1].[O:57]1[CH2:58][CH2:59][CH2:60][CH2:61]1>>[CH2:15]([CH2:16][CH2:17][CH3:18])[CH:25]1[CH:24]([C:20]([CH3:21])([CH3:22])[CH3:23])[CH2:28][C:27](=[O:29])[C:26]1([O:30][SiH:31]([CH3:32])[CH3:33])[CH2:49][C:50]#[C:51][CH2:52][CH2:53][CH2:54][CH2:55][CH3:56]. The reactants are Cl.Cl.N12C[C@@H](C(CC1)CC2)N ((R)-1-azabicyclo[2.2.2]oct-3-ylamine dihydrochloride), [N+](=O)([O-])C1=CC=C(O1)/C=C/C(=O)O (E-3-(5-nitro-2-furyl)propenoic acid). The product is N12C[C@@H](C(CC1)CC2)NC(\C=C\C=2OC(=CC2)[N+](=O)[O-])=O ((R)-N-(1-Azabicyclo[2.2.2]oct-3-yl)[E-3-(5-nitro-2-furyl)propenamide]). As a reaction SMILES: Cl.Cl.[N:3]12[CH2:10][CH2:9][CH:6]([CH2:7][CH2:8]1)[C@@H:5]([NH2:11])[CH2:4]2.[N+:12]([C:15]1[O:19][C:18](/[CH:20]=[CH:21]/[C:22](O)=[O:23])=[CH:17][CH:16]=1)([O-:14])=[O:13]>>[N:3]12[CH2:10][CH2:9][CH:6]([CH2:7][CH2:8]1)[C@@H:5]([NH:11][C:22](=[O:23])/[CH:21]=[CH:20]/[C:18]1[O:19][C:15]([N+:12]([O-:14])=[O:13])=[CH:16][CH:17]=1)[CH2:4]2 |f:0.1.2|. Procedure: Prepared as a free base by a method analogous to that described in Example 1 from (R)-1-azabicyclo[2.2.2]oct-3-ylamine dihydrochloride and E-3-(5-nitro-2-furyl)propenoic acid; the compound was purified by chromatography on silica gel using ammoniated methanol/chloroform mixtures as the eluent; MS (ES+) 293 (MH+). RXN SMILES: C1(C(C2C=CC=CC=2)=[N:8][NH:9][C:10]2[N:15]=[C:14]([CH3:16])[C:13]([O:17][C:18]3[CH:23]=[CH:22][N:21]=[C:20]([C:24]4[CH:25]=[N:26][N:27]([CH3:29])[CH:28]=4)[CH:19]=3)=[CH:12][CH:11]=2)C=CC=CC=1.Cl>C1(C)C=CC=CC=1>[NH:9]([C:10]1[N:15]=[C:14]([CH3:16])[C:13]([O:17][C:18]2[CH:23]=[CH:22][N:21]=[C:20]([C:24]3[CH:25]=[N:26][N:27]([CH3:29])[CH:28]=3)[CH:19]=2)=[CH:12][CH:11]=1)[NH2:8]. Starting materials: C1(=CC=CC=C1)C(=NNC1=CC=C(C(=N1)C)OC1=CC(=NC=C1)C=1C=NN(C1)C)C1=CC=CC=C1 (6-(2-(Diphenylmethylene)hydrazinyl)-2-methyl-3-((2-(1-methyl-1H-pyrazol-4-yl)pyridin-4-yl)oxy)pyridine), Cl (HCl). Run at temperature 110 celsius, time 1.5 hour. Procedure: 6-(2-(Diphenylmethylene)hydrazinyl)-2-methyl-3-((2-(1-methyl-1H-pyrazol-4-yl)pyridin-4-yl)oxy)pyridine (9.3 g, 20.19 mmol) was dissolved in toluene (497 mL). Concentrated HCl (134 mL, 1608 mmol) was added and the reaction mixture was stirred for 1.5 h at 110° C., allowed to cool to RT, and stirred for 10 h. The organic phase was removed and the aqueous phase was extracted with toluene (1×100 mL). The combined organics were back extracted with 1 N HCl (1×100 mL). The combined aqueous phases were ... Solvent: C1(=CC=CC=C1)C (toluene). The yield is 78.6%. Product: N(N)C1=CC=C(C(=N1)C)OC1=CC(=NC=C1)C=1C=NN(C1)C (6-hydrazinyl-2-methyl-3-((2-(1-methyl-1H-pyrazol-4-yl)pyridin-4-yl)oxy)pyridine). Reactants: ClC1=CC(=NC2=CC=C(C=C12)C)N1CCS(C2=C(C1)C=CC=C2)(=O)=O (4-(4-chloro-6-methylquinolin-2-yl)-2,3,4,5-tetrahydro-1,4-benzothiazepine 1,1-dioxide), N1C(CCC1)CN (1-(pyrrolidin-2-yl)methanamine). The product is O=S1(CCN(CC2=C1C=CC=C2)C2=NC1=CC=C(C=C1C(=C2)NCC2NCCC2)C)=O (2-(1,1-Dioxido-2,3-dihydro-1,4-benzothiazepin-4(5H)-yl)-6-methyl-N-(pyrrolidin-2-ylmethyl)quinolin-4-amine). RXN SMILES: Cl[C:2]1[C:11]2[C:6](=[CH:7][CH:8]=[C:9]([CH3:12])[CH:10]=2)[N:5]=[C:4]([N:13]2[CH2:19][C:18]3[CH:20]=[CH:21][CH:22]=[CH:23][C:17]=3[S:16](=[O:25])(=[O:24])[CH2:15][CH2:14]2)[CH:3]=1.[NH:26]1[CH2:30][CH2:29][CH2:28][CH:27]1[CH2:31][NH2:32]>>[O:24]=[S:16]1(=[O:25])[C:17]2[CH:23]=[CH:22][CH:21]=[CH:20][C:18]=2[CH2:19][N:13]([C:4]2[CH:3]=[C:2]([NH:32][CH2:31][CH:27]3[CH2:28][CH2:29][CH2:30][NH:26]3)[C:11]3[C:6](=[CH:7][CH:8]=[C:9]([CH3:12])[CH:10]=3)[N:5]=2)[CH2:14][CH2:15]1. Reported procedure: The title compound was prepared in analogy to Example 3-1 in Scheme 5 by using 4-(4-chloro-6-methylquinolin-2-yl)-2,3,4,5-tetrahydro-1,4-benzothiazepine 1,1-dioxide (prepared in analogy to the one in Example 2-1) and 1-(pyrrolidin-2-yl)methanamine. MS obsd. (ESI+) [(M+H)+] 437, 1H NMR (400 MHz, CD3OD) δ ppm 7.96-7.94 (m, 2 H), 7.90 (d, J=7.6 Hz, 1 H), 7.70 (d, J=8.4 Hz, 1 H), 7.61 (t, J=7.6 Hz, 1 H), 7.47-7.45 (m, 2 H), 6.01 (s, 1 H), 5.33-5.25 (m, 2 H), 4.55-4.41 (m, 2 H), 3.96-3.73 (m, 3 H), 3...